From a dataset of the Open Reaction Database (ORD), a public repository of structured organic reaction records. describe an organic reaction: reactants, conditions, products, and yield Reactants: [H-].[Na+] (NaH), CC1(C(NC(N1)=O)=O)C (5,5-dimethyl hydantoin), BrCC[N+](C)(C)C ((2-bromoethyl)trimethylammonium). The solvent is CN(C)C=O (DMF). Reaction conditions: time 30 minute. Product: [Br-].CC1(NC(N(C1=O)CC[N+](C)(C)C)=O)C (2-(4,4-Dimethyl-2,5-dioxoimidazolidin-1-yl)-N,N,N-trimethylethanaminium bromide). Reaction SMILES: [H-].[Na+].[CH3:3][C:4]1([CH3:11])[NH:8][C:7](=[O:9])[NH:6][C:5]1=[O:10].[Br:12][CH2:13][CH2:14][N+:15]([CH3:18])([CH3:17])[CH3:16]>CN(C=O)C>[Br-:12].[CH3:3][C:4]1([CH3:11])[C:5](=[O:10])[N:6]([CH2:13][CH2:14][N+:15]([CH3:18])([CH3:17])[CH3:16])[C:7](=[O:9])[NH:8]1 |f:0.1,5.6|. Procedure details: To a stirring solution of NaH (60% in mineral oil, 1.75 g) in DMF (25 mL) at 5° C. was added 5,5-dimethyl hydantoin (5 g, 39.0 mmol, 1 eq) and the reaction was stirred for 30 min. Added (2-bromoethyl)trimethylammonium (9.6 g, 39.0 mmol, 1 eq) at that temperature and the reaction was heated to 50° C., while stirring overnight. Reaction was cooled to room temperature and the product crashed out of solution as a white solid, which was cooled to 5° C., filtered and washed with cold DMF (30 mL). Puri...